From a dataset of the Open Reaction Database (ORD), a public repository of structured organic reaction records. describe an organic reaction: reactants, conditions, products, and yield Reactants: O=C1Cc2c(cccc2-c2ccc(Br)cc2)N1, C1CCNCC1, CCO, Cc1cc(C(=O)NCCn2ccnn2)c(C=O)[nH]1. Yields the product Cc1cc(C(=O)NCCn2ccnn2)c(C=C2C(=O)Nc3cccc(-c4ccc(Br)cc4)c32)[nH]1. Reaction SMILES: [Br:1][c:2]1[cH:3][cH:4][c:5](-[c:8]2[c:9]3[c:13]([cH:14][cH:15][cH:16]2)[NH:12][C:11](=[O:17])[CH2:10]3)[cH:6][cH:7]1.[CH2:36]1[CH2:37][CH2:38][NH:39][CH2:40][CH2:41]1.[CH3:42][CH2:43][OH:44].[n:18]1([CH2:23][CH2:24][NH:25][C:26](=[O:27])[c:28]2[c:29]([CH:34]=[O:35])[nH:30][c:31]([CH3:33])[cH:32]2)[n:19][n:20][cH:21][cH:22]1>>[Br:1][c:2]1[cH:3][cH:4][c:5](-[c:8]2[c:9]3[c:13]([cH:14][cH:15][cH:16]2)[NH:12][C:11](=[O:17])[C:10]3=[CH:34][c:29]2[c:28]([C:26]([NH:25][CH2:24][CH2:23][n:18]3[n:19][n:20][cH:21][cH:22]3)=[O:27])[cH:32][c:31]([CH3:33])[nH:30]2)[cH:6][cH:7]1. The reactants are ClC(F)F (chlorodifluoromethane), C=1(C(O)=CC=CC1)OC (guaiacol), [OH-].[Na+] (sodium hydroxide). The solvent is O (water), O1CCOCC1 (dioxane). Yields the product FC(OC1=C(C=CC=C1)OC)F (1-difluoromethoxy-2-methoxybenzene). The yield is 71.9%. RXN SMILES: Cl[CH:2]([F:4])[F:3].[C:5]1([O:12][CH3:13])[C:6](=[CH:8][CH:9]=[CH:10][CH:11]=1)[OH:7].[OH-].[Na+]>O.O1CCOCC1>[F:3][CH:2]([F:4])[O:7][C:6]1[CH:8]=[CH:9][CH:10]=[CH:11][C:5]=1[O:12][CH3:13] |f:2.3|. Procedure: About 58 g of chlorodifluoromethane are passed into a solution of 55.5 g of guaiacol and 130 g of sodium hydroxide in 300 ml of water and 300 ml of dioxane at 60° C. The mixture is filtered at 10° C. and the organic layer is separated off, dried with anhydrous potassium carbonate and distilled. 56 g (73%) of 1-difluoromethoxy-2-methoxybenzene of boiling point 75°-76° C./0.9 kPa are obtained. The reactants are [OH-].[Na+] (sodium hydroxide), C(C1=CC=CC=C1)(=O)NC(=S)NC1=CC(=CC=C1)C=1N(C2=CC(=CC=C2C1C#N)OC)CC (1-benzoyl-3-[3-(3-cyano-1-ethyl-6-methoxy-1H-indol-2-yl)-phenyl]-thiourea). The solvent is CO (methyl alcohol), O (water). Run at temperature 50 celsius. Product: C(#N)C1=C(N(C2=CC(=CC=C12)OC)CC)C=1C=C(C=CC1)NC(=S)N ([3-(3-cyano-1-ethyl-6-methoxy-1H-indol-2-yl)-phenyl]-thiourea), compound 767. The yield is 96.0%. As a reaction SMILES: C([NH:9][C:10]([NH:12][C:13]1[CH:18]=[CH:17][CH:16]=[C:15]([C:19]2[N:20]([CH2:32][CH3:33])[C:21]3[C:26]([C:27]=2[C:28]#[N:29])=[CH:25][CH:24]=[C:23]([O:30][CH3:31])[CH:22]=3)[CH:14]=1)=[S:11])(=O)C1C=CC=CC=1.[OH-].[Na+]>CO.O>[C:28]([C:27]1[C:26]2[C:21](=[CH:22][C:23]([O:30][CH3:31])=[CH:24][CH:25]=2)[N:20]([CH2:32][CH3:33])[C:19]=1[C:15]1[CH:14]=[C:13]([NH:12][C:10]([NH2:9])=[S:11])[CH:18]=[CH:17][CH:16]=1)#[N:29] |f:1.2|. Procedure details: A suspension of 1-benzoyl-3-[3-(3-cyano-1-ethyl-6-methoxy-1H-indol-2-yl)-phenyl]-thiourea (241 mg, 0.530 mmol) in methyl alcohol (2.0 ml) and water (0.5 mL) is stirred at room temperature as sodium hydroxide (31 mg, 0.78 mmol) is added. The reaction mixture is heated to 50° C. for 17 h. The reaction mixture is concentrated to remove methyl alcohol. Water is added to the mixture and the solid is filtered, washed with water and dried to give 179 mg of [3-(3-cyano-1-ethyl-6-methoxy-1H-indol-2-yl)-p... The reactants are CCOC(=O)CNc1cc(F)c(F)cc1[N+](=O)[O-], CS(C)=O, c1ccncc1, c1c[nH]cn1. Yields the product CCOC(=O)CNc1cc(-n2ccnc2)c(F)cc1[N+](=O)[O-]. As a reaction SMILES: [CH2:1]([CH3:2])[O:3][C:4]([CH2:5][NH:6][c:7]1[c:8]([N+:15](=[O:16])[O-:17])[cH:9][c:10]([F:14])[c:11]([F:13])[cH:12]1)=[O:18].[CH3:30][S:31]([CH3:32])=[O:33].[cH:24]1[cH:25][cH:26][n:27][cH:28][cH:29]1.[nH:19]1[cH:20][n:21][cH:22][cH:23]1>>[CH2:1]([CH3:2])[O:3][C:4]([CH2:5][NH:6][c:7]1[c:8]([N+:15](=[O:16])[O-:17])[cH:9][c:10]([F:14])[c:11](-[n:19]2[cH:20][n:21][cH:22][cH:23]2)[cH:12]1)=[O:18]. Reactants: C(CCCCCCC)SP(=S)(Cl)Cl (n-C8H17SP(S)Cl2), S(CC1=CC=CC=C1)CC1=CC=CC=C1 ((C6H5CH2)2S), S(CCCCCCCC)CCCCCCCC ((n-C8H17)2S). Yields the product C1(=CC=CC=C1)CSP(=S)(Cl)Cl (C6H5CH2SP(S)Cl2). Yield: 53.0%. RXN SMILES: [CH2:1]([S:9][P:10]([Cl:13])([Cl:12])=[S:11])[CH2:2][CH2:3][CH2:4][CH2:5][CH2:6][CH2:7]C.S(CC1C=CC=CC=1)CC1C=CC=CC=1.S(CCCCCCCC)CCCCCCCC>>[C:2]1([CH2:1][S:9][P:10]([Cl:12])([Cl:13])=[S:11])[CH:3]=[CH:4][CH:5]=[CH:6][CH:7]=1. Reported procedure: Following the procedure and employing the reaction temperature and reactants of Example 7 with the exception that 53.5 grams (0.25 mole) of (C6H5CH2)2S were employed as a reactant instead of (n-C8H17)2S, 68 grams (53% yield)of C6H5CH2SP(S)Cl2 was obtained. The product had the following properties: